This data is from the Open Reaction Database (ORD), a public repository of structured organic reaction records. The task is: describe an organic reaction: reactants, conditions, products, and yield Starting materials: NC(=S)N (thiourea), Cl (HCl), OCC1=C(C=CC(=C1)OC(F)(F)F)[N-]C(C(C)(C)C)=O (N-[2-hydroxymethyl-4-(trifluoromethoxy)phenyl]-pivaloylamide). The solvent is C(C)(C)O (isopropanol), O1CCOCC1 (dioxane). Run at temperature 80 celsius. The product is NC1=NC2=C(CS1)C=C(C=C2)OC(F)(F)F (2-Amino-6-trifluoromethoxy-4H-3,1-benzothiazine). The yield is 84.0%. Reaction SMILES: Cl.O[CH2:3][C:4]1[CH:9]=[C:8]([O:10][C:11]([F:14])([F:13])[F:12])[CH:7]=[CH:6][C:5]=1[N-]C(=O)C(C)(C)C.[NH2:22][C:23]([NH2:25])=[S:24]>O1CCOCC1.C(O)(C)C>[NH2:22][C:23]1[S:24][CH2:3][C:4]2[CH:9]=[C:8]([O:10][C:11]([F:12])([F:14])[F:13])[CH:7]=[CH:6][C:5]=2[N:25]=1. Reported procedure: Concentrated HCl (4 ml) is added slowly to a solution of N-[2-hydroxymethyl-4-(trifluoromethoxy)phenyl]-pivaloylamide (0.35 g, 1.2 mmol) in dioxane (3 ml) and the resulting reaction mixture heated at 80° C. for 4 hours, then diluted with isopropanol (20 ml), and thiourea (0.14 g, 1.8 mmol) added and the mixture refluxed for 20 hours. The solvent is then evaporated under vacuum and the residue diluted with H2O, basified with 2 N NaOH, and extracted with CH2Cl2. The combined organic extracts are d... The reactants are NC1=NC(=CN=C1)Cl (2-amino-6-chloropyrazine), ClC=1C=C(C=O)C=CC1 (3-chlorobenzaldehyde), [BH4-].[Na+] (sodium borohydride). Run in C1(=CC=CC=C1)C (toluene). Product: ClC=1C=C(CNC2=NC(=CN=C2)Cl)C=CC1 ((3-Chloro-benzyl)-(6-chloro-pyrazin-2-yl)-amine). Isolated yield 36.3%. As a reaction SMILES: [NH2:1][C:2]1[CH:7]=[N:6][CH:5]=[C:4]([Cl:8])[N:3]=1.[Cl:9][C:10]1[CH:11]=[C:12]([CH:15]=[CH:16][CH:17]=1)[CH:13]=O.[BH4-].[Na+]>C1(C)C=CC=CC=1>[Cl:9][C:10]1[CH:11]=[C:12]([CH:15]=[CH:16][CH:17]=1)[CH2:13][NH:1][C:2]1[CH:7]=[N:6][CH:5]=[C:4]([Cl:8])[N:3]=1 |f:2.3|. Procedure: To a solution of 2-amino-6-chloropyrazine (100 mg, 0.77 mmol) in 7.7 mL of anhydrous toluene was added 3-chlorobenzaldehyde (87.4 μL, 0.77 mmol) followed by 50 mg of activated, powdered 4 Å molecular sieves. The reaction was refluxed under nitrogen for 3 h, then cooled to ambient temperature and treated with sodium borohydride (43.0 mg, 1.16 mmol). The resultant slurry was heated to reflux under nitrogen overnight. After cooling to ambient temperature the reaction was filtered through a pad of C...